This data is from the Open Reaction Database (ORD), a public repository of structured organic reaction records. The task is: describe an organic reaction: reactants, conditions, products, and yield Reactants: [OH-].[Na+] (sodium hydroxide), COC(=O)C=1NC=C(C1)SC#N (2-methoxycarbonyl-4-thiocyanopyrrole), BrCCC1=CC=CC=C1 ((2-bromoethyl)benzene). Run in CC(C)(C)O (t-BuOH), O (H2O). Run at temperature 60 celsius, time 2 hour. The product is C(CC1=CC=CC=C1)SC=1C=C(NC1)C(=O)OC (methyl 4-(phenethylthio)-1H-pyrrole-2-carboxylate). Isolated yield 85.9%. Reaction SMILES: [OH-].[Na+].[CH3:3][O:4][C:5]([C:7]1[NH:8][CH:9]=[C:10]([S:12][C:13]#N)[CH:11]=1)=[O:6].BrC[CH2:17][C:18]1[CH:23]=[CH:22][CH:21]=[CH:20][CH:19]=1>O.CC(O)(C)C>[CH2:13]([S:12][C:10]1[CH:11]=[C:7]([C:5]([O:4][CH3:3])=[O:6])[NH:8][CH:9]=1)[CH2:17][C:18]1[CH:23]=[CH:22][CH:21]=[CH:20][CH:19]=1 |f:0.1|. Procedure: A solution of sodium hydroxide (88.0 mg, 2.20 mmol) in degassed H2O (0.500 mL) was added to a mixture of 2-methoxycarbonyl-4-thiocyanopyrrole (0.200 g, 1.10 mmol), prepared according to the procedure described in J. Chem. Soc. Perkin Trans. 2 1990, 699, and (2-bromoethyl)benzene (0.165 mL, 1.21 mmol) in degassed t-BuOH (2.0 mL). The reaction mixture was stirred at 60° C. for 2 h, cooled to rt and concentrated. The residue was dissolved in CH2Cl2 (50 mL) washed with H2O (2×25 mL), dried over anhy...